From a dataset of the Open Reaction Database (ORD), a public repository of structured organic reaction records. describe an organic reaction: reactants, conditions, products, and yield Conditions: temperature 25 celsius, time 65 minute. RXN SMILES: C([O:5][C:6]([C:8]1[CH:13]=[N:12][C:11]([NH:14][C:15](=[O:34])[C@@H:16]([C:23]2[CH:28]=[CH:27][C:26]([S:29]([CH3:32])(=[O:31])=[O:30])=[C:25]([Cl:33])[CH:24]=2)[CH2:17][CH:18]2[CH2:22][CH2:21][CH2:20][CH2:19]2)=[CH:10][N:9]=1)=[O:7])(C)(C)C.FC(F)(F)C(O)=O>C(Cl)Cl>[Cl:33][C:25]1[CH:24]=[C:23]([C@@H:16]([CH2:17][CH:18]2[CH2:19][CH2:20][CH2:21][CH2:22]2)[C:15]([NH:14][C:11]2[N:12]=[CH:13][C:8]([C:6]([OH:7])=[O:5])=[N:9][CH:10]=2)=[O:34])[CH:28]=[CH:27][C:26]=1[S:29]([CH3:32])(=[O:31])=[O:30]. Yield: 98.7%. Yields the product ClC=1C=C(C=CC1S(=O)(=O)C)[C@H](C(=O)NC=1N=CC(=NC1)C(=O)O)CC1CCCC1 (5-[2(R)-(3-chloro-4-methanesulfonyl-phenyl)-3-cyclopentyl-propionylamino]-pyrazine-2-carboxylic acid). The solvent is C(Cl)Cl (methylene chloride). The reactants are C(C)(C)(C)OC(=O)C1=NC=C(N=C1)NC([C@H](CC1CCCC1)C1=CC(=C(C=C1)S(=O)(=O)C)Cl)=O (5-[2(R)-(3-chloro-4-methanesulfonyl-phenyl)-3-cyclopentyl-propionylamino]-pyrazine-2-carboxylic acid tert-butyl ester), FC(C(=O)O)(F)F (trifluoroacetic acid). Procedure: A solution of 5-[2(R)-(3-chloro-4-methanesulfonyl-phenyl)-3-cyclopentyl-propionylamino]-pyrazine-2-carboxylic acid tert-butyl ester (3.29 g, 6.48 mmol) in methylene chloride (30 mL) was treated with trifluoroacetic acid (60 mL) and stirred at 25° C. for 65 min. The reaction solution was then concentrated in vacuo The resulting oil was diluted with ethyl acetate (500 mL), washed with water (2×250 mL) and a saturated aqueous sodium chloride solution (5×250 mL), dried over sodium sulfate, treated w...